This data is from the Open Reaction Database (ORD), a public repository of structured organic reaction records. The task is: describe an organic reaction: reactants, conditions, products, and yield Starting materials: [F-].C(CCC)[N+](CCCC)(CCCC)CCCC.O1CCCC1 (tetrabutylammonium fluoride tetrahydrofuran), O1CCCC1 (tetrahydrofuran), C(C1=CC=CC=C1)OC1=C(C(=O)NC2=C(C(=O)OC)C=CC(=C2)C2=CC=CC=C2)C=C(C=C1)C1CCN(CC1)CCO[Si](C)(C)C(C)(C)C (methyl 2-(2-(benzyloxy)-5-(1-(2-(tert-butyldimethylsilyloxy)ethyl)piperidin-4-yl)benzamido)-4-phenylbenzoate), O (water). The solvent is C(C)(=O)OCC (ethyl acetate). Reaction conditions: time 4 hour. Yields the product C(C1=CC=CC=C1)OC1=C(C(=O)NC2=C(C(=O)OC)C=CC(=C2)C2=CC=CC=C2)C=C(C=C1)C1CCN(CC1)CCO (methyl 2-(2-(benzyloxy)-5-(1-(2-hydroxyethyl)piperidin-4-yl)benzamido)-4-phenylbenzoate). Yield: 78.6%. Reaction SMILES: [F-].C([N+](CCCC)(CCCC)CCCC)CCC.O1CCCC1.O1CCCC1.[CH2:29]([O:36][C:37]1[CH:61]=[CH:60][C:59]([CH:62]2[CH2:67][CH2:66][N:65]([CH2:68][CH2:69][O:70][Si](C(C)(C)C)(C)C)[CH2:64][CH2:63]2)=[CH:58][C:38]=1[C:39]([NH:41][C:42]1[CH:51]=[C:50]([C:52]2[CH:57]=[CH:56][CH:55]=[CH:54][CH:53]=2)[CH:49]=[CH:48][C:43]=1[C:44]([O:46][CH3:47])=[O:45])=[O:40])[C:30]1[CH:35]=[CH:34][CH:33]=[CH:32][CH:31]=1.O>C(OCC)(=O)C>[CH2:29]([O:36][C:37]1[CH:61]=[CH:60][C:59]([CH:62]2[CH2:63][CH2:64][N:65]([CH2:68][CH2:69][OH:70])[CH2:66][CH2:67]2)=[CH:58][C:38]=1[C:39]([NH:41][C:42]1[CH:51]=[C:50]([C:52]2[CH:57]=[CH:56][CH:55]=[CH:54][CH:53]=2)[CH:49]=[CH:48][C:43]=1[C:44]([O:46][CH3:47])=[O:45])=[O:40])[C:30]1[CH:31]=[CH:32][CH:33]=[CH:34][CH:35]=1 |f:0.1.2|. Procedure: A 1.0 mol/L tetrabutylammonium fluoride-tetrahydrofuran solution (0.38 mL) was added to a tetrahydrofuran (1.3 mL) solution of the obtained methyl 2-(2-(benzyloxy)-5-(1-(2-(tert-butyldimethylsilyloxy)ethyl)piperidin-4-yl)benzamido)-4-phenylbenzoate (0.13 g), followed by stirring at room temperature for 4 hours. Under ice-cooling, water and ethyl acetate were added to the reaction mixture. The organic layer was separated, washed with a saturated aqueous solution of sodium chloride, dried over anh... Starting materials: C(=O)(OC)COC1=CC=C(C=C1)CC(N)C (2-(4-carbomethoxymethoxyphenyl)-1-methyl-ethanamine), FC(C=1SC=C(N1)C(CBr)=O)(F)F (2-trifluoromethyl-4-bromoacetyl-thiazole). The product is C(=O)(OC)COC1=CC=C(C=C1)CC(C)NCC(C=1N=C(SC1)C(F)(F)F)O (N-[2-(4-Carbomethoxymethoxyphenyl)-1-methylethyl]-2-hydroxy-2-(2-trifluoromethyl-thiazol-4-yl)ethanamine). As a reaction SMILES: [C:1]([CH2:5][O:6][C:7]1[CH:12]=[CH:11][C:10]([CH2:13][CH:14]([CH3:16])[NH2:15])=[CH:9][CH:8]=1)([O:3][CH3:4])=[O:2].[F:17][C:18]([F:29])([F:28])[C:19]1[S:20][CH:21]=[C:22]([C:24](=[O:27])[CH2:25]Br)[N:23]=1>>[C:1]([CH2:5][O:6][C:7]1[CH:12]=[CH:11][C:10]([CH2:13][CH:14]([NH:15][CH2:25][CH:24]([OH:27])[C:22]2[N:23]=[C:19]([C:18]([F:29])([F:28])[F:17])[S:20][CH:21]=2)[CH3:16])=[CH:9][CH:8]=1)([O:3][CH3:4])=[O:2]. Reported procedure: Prepared analogously to Example 3 by reaction of 2-(4-carbomethoxymethoxyphenyl)-1-methyl-ethanamine with 2-trifluoromethyl-4-bromoacetyl-thiazole followed by reduction and purification of the base on a silica gel column with methylene chloride/methanol=20:1 as eluant. The reactants are S(=O)(=O)([O-])C1=CC=C(C)C=C1 (tosylate), O (H2O), [H-].[Na+] (Sodium hydride), OC1=CC=C(C=C1)C=1NC=C(N1)C=1SC=CC1 (2-(p-hydroxyphenyl)-4-(2-thienyl)imidazole). Run in CN(C=O)C (dimethylformamide), CN(C=O)C (dimethylformamide). Run at temperature 60 celsius, time 5 hour. The product is C1(CC1)NCC(COC1=CC=C(C=C1)C=1NC=C(N1)C=1SC=CC1)O (2-[p-(3-Cyclopropylamino-2-hydroxypropoxy)phenyl]-4-(2-thienyl)imidazole). RXN SMILES: [H-].[Na+].[OH:3][C:4]1[CH:9]=[CH:8][C:7]([C:10]2[NH:11][CH:12]=[C:13]([C:15]3[S:16][CH:17]=[CH:18][CH:19]=3)[N:14]=2)=[CH:6][CH:5]=1.S(C1C=[CH:29][C:27](C)=[CH:26]C=1)([O-])(=O)=O.[OH2:31]>CN(C)C=O>[CH:27]1([NH:11][CH2:10][CH:7]([OH:31])[CH2:6][O:3][C:4]2[CH:5]=[CH:6][C:7]([C:10]3[NH:11][CH:12]=[C:13]([C:15]4[S:16][CH:17]=[CH:18][CH:19]=4)[N:14]=3)=[CH:8][CH:9]=2)[CH2:26][CH2:29]1 |f:0.1|. Procedure: A solution of IV (6.80 g., 0.031 m) in pyridine (12 ml) is cooled to 10° C. and p-toluenesulfonyl chloride (5.91 g., 0.031 m) is added over 30 minutes, keeping temperature below 25° C. After stirring at 25° C. for 3 hours, a cold solution of K2CO3 (4.28 g., 0.031 m) in H2O (28 ml) is added and the mixture is extracted with CHCl3 (3×50 ml). The extracts are washed with H2O, dried and concentrated under reduced pressure below 50° C., initially using water aspiration and finally high vacuum to yiel...